Dataset: the Open Reaction Database (ORD), a public repository of structured organic reaction records. Task: describe an organic reaction: reactants, conditions, products, and yield The reactants are NC=1C(=C(C(=O)N)C=CC1)Cl (3-amino-2-chlorobenzamide), BrC=1C(=C(C(=O)O)C(=CC1)F)Cl (3-bromo-2-chloro-6-fluorobenzoic acid). Product: BrC=1C(=C(C(=O)N)C(=CC1)F)Cl (3-bromo-2-chloro-6-fluorobenzamide). As a reaction SMILES: [NH2:1]C1C(Cl)=C(C=CC=1)C(N)=O.[Br:12][C:13]1[C:14]([Cl:23])=[C:15]([C:19]([F:22])=[CH:20][CH:21]=1)[C:16](O)=[O:17]>>[Br:12][C:13]1[C:14]([Cl:23])=[C:15]([C:19]([F:22])=[CH:20][CH:21]=1)[C:16]([NH2:1])=[O:17]. Procedure: This compound was prepared using a method analogous to that of 3-amino-2-chlorobenzamide (A.1.2), 3-bromo-2-chloro-6-fluorobenzoic acid replacing 3-amino-2-chlorobenzoic acid; Reactants: C(CC(O)(C(=O)O)CC(=O)O)(=O)O (citric acid), [BH4-].[Li+] (Lithium tetrahydroborate), C1CCOC1 (THF), FC=1C=C(C=CC1)[C@]12C(OC[C@@H]2C1)=O ((1S,5R)-1-(3-fluorophenyl)-3-oxabicyclo[3.1.0]hexan-2-one). The solvent is 2-methyl-THF, CCOC(=O)C.CCCCCCC (EtOAc Heptane). Reaction conditions: temperature -7.5 celsius, time 15 hour. Yields the product FC=1C=C(C=CC1)[C@]1([C@@H](C1)CO)CO (((1S,2R)-1-(3-fluorophenyl)cyclopropane-1,2-diyl)dimethanol). As a reaction SMILES: [F:1][C:2]1[CH:3]=[C:4]([C@:8]23[CH2:13][C@H:12]2[CH2:11][O:10][C:9]3=[O:14])[CH:5]=[CH:6][CH:7]=1.[BH4-].[Li+].C1COCC1.C(O)(=O)CC(CC(O)=O)(C(O)=O)O>CCOC(C)=O.CCCCCCC>[F:1][C:2]1[CH:3]=[C:4]([C@:8]2([CH2:9][OH:14])[CH2:13][C@H:12]2[CH2:11][OH:10])[CH:5]=[CH:6][CH:7]=1 |f:1.2,5.6|. Procedure details: (1S,5R)-1-(3-fluorophenyl)-3-oxabicyclo[3.1.0]hexan-2-one (4, 10.08 g, 0.052 mol, 1.0 equiv.) was dissolved in 2-methyl-THF (75.60 mL) under nitrogen. The solution was cooled to −5 to −10° C., and 2.0 M Lithium tetrahydroborate in THF (39.34 mL, 0.079 mol, 1.5 equiv.) was added to the reaction mixture while maintaining the internal temperature below 0° C. The reaction was stirred at 20-25° C. for 14-16 hours and monitored by HPLC and TLC (EtOAc/Heptane=1/1). Once the reaction was completed, the ...